This data is from the Open Reaction Database (ORD), a public repository of structured organic reaction records. The task is: describe an organic reaction: reactants, conditions, products, and yield Reactants: ClC1=CC=C(C=C1)S(=O)(=O)NC(C(=O)NC1=CC=C(C=C1)CC(=O)OCC)COS(=O)(=O)C ((RS)-2-(4-chlorobenzenesulfonylamino)-N-(4-(ethoxycarbonylmethyl)phenyl)-3-methanesulfonyloxypropanamide), OC=1C=NC=CC1 (3-hydroxypyridine). The product is ClC1=CC=C(C=C1)S(=O)(=O)NC(C(=O)NC1=CC=C(C=C1)CC(=O)OCC)COC=1C=NC=CC1 ((RS)-2-(4-chlorobenzenesulfonylamino)-N-(4-(ethoxycarbonylmethyl)phenyl)-3-(pyridin-3-yloxy)propanamide). As a reaction SMILES: [Cl:1][C:2]1[CH:7]=[CH:6][C:5]([S:8]([NH:11][CH:12]([CH2:28][O:29]S(C)(=O)=O)[C:13]([NH:15][C:16]2[CH:21]=[CH:20][C:19]([CH2:22][C:23]([O:25][CH2:26][CH3:27])=[O:24])=[CH:18][CH:17]=2)=[O:14])(=[O:10])=[O:9])=[CH:4][CH:3]=1.O[C:35]1[CH:36]=[N:37][CH:38]=[CH:39][CH:40]=1>>[Cl:1][C:2]1[CH:7]=[CH:6][C:5]([S:8]([NH:11][CH:12]([CH2:28][O:29][C:35]2[CH:36]=[N:37][CH:38]=[CH:39][CH:40]=2)[C:13]([NH:15][C:16]2[CH:21]=[CH:20][C:19]([CH2:22][C:23]([O:25][CH2:26][CH3:27])=[O:24])=[CH:18][CH:17]=2)=[O:14])(=[O:10])=[O:9])=[CH:4][CH:3]=1. Procedure details: The procedure described in Example 105 was repeated, except that (RS)-2-(4-chlorobenzenesulfonylamino)-N-(4-(ethoxycarbonylmethyl)phenyl)-3-methanesulfonyloxypropanamide (101.7 mg) was reacted with 3-hydroxypyridine to obtain (RS)-2-(4-chlorobenzenesulfonylamino)-N-(4-(ethoxycarbonylmethyl)phenyl)-3-(pyridin-3-yloxy)propanamide (62.5 mg). Yields the product [Si](C)(C)(C(C)(C)C)O[C@H]([C@H](C(=O)NNC(C1=CC=C(C=C1)I)=O)NC1=C(C(=C(C=C1)C#N)Cl)C)C (N′-((2R,3S)-3-(tert-Butyldimethylsilyloxy)-2-(3-chloro-4-cyano-2-methylphenylamino)butanoyl)-4-iodobenzohydrazide). Reported procedure: To a solution of N′-((2R,3S)-2-(3-chloro-4-cyano-2-methylphenylamino)-3-hydroxybutanoyl)-4-iodobenzohydrazide (7.3 g, 14.2 mmol) in DMF (60 mL) were added imidazole (3.9 g, 57.3 mmol) and TBSCl (4.3 g, 28.5 mmol) at 0° C. After addition, the mixture was allowed to warm to room temperature gradually and stirred overnight. The reaction was quenched by adding ice-water and extracted with EtOAc. The EtOAc extracts were washed with water, brine and dried over Na2SO4. Removal of the solvent gave a res... The solvent is CN(C)C=O (DMF). As a reaction SMILES: [Cl:1][C:2]1[C:3]([CH3:28])=[C:4]([NH:10][C@H:11]([C@@H:25]([OH:27])[CH3:26])[C:12]([NH:14][NH:15][C:16](=[O:24])[C:17]2[CH:22]=[CH:21][C:20]([I:23])=[CH:19][CH:18]=2)=[O:13])[CH:5]=[CH:6][C:7]=1[C:8]#[N:9].N1C=CN=C1.[CH3:34][C:35]([Si:38](Cl)([CH3:40])[CH3:39])([CH3:37])[CH3:36]>CN(C=O)C>[Si:38]([O:27][C@@H:25]([CH3:26])[C@@H:11]([NH:10][C:4]1[CH:5]=[CH:6][C:7]([C:8]#[N:9])=[C:2]([Cl:1])[C:3]=1[CH3:28])[C:12]([NH:14][NH:15][C:16](=[O:24])[C:17]1[CH:22]=[CH:21][C:20]([I:23])=[CH:19][CH:18]=1)=[O:13])([C:35]([CH3:37])([CH3:36])[CH3:34])([CH3:40])[CH3:39]. Yield: 96.6%. The reactants are ClC=1C(=C(C=CC1C#N)N[C@@H](C(=O)NNC(C1=CC=C(C=C1)I)=O)[C@H](C)O)C (N′-((2R,3S)-2-(3-chloro-4-cyano-2-methylphenylamino)-3-hydroxybutanoyl)-4-iodobenzohydrazide), N1C=NC=C1 (imidazole), CC(C)(C)[Si](C)(C)Cl (TBSCl). Run at time 8 hour. Reactants: C[N+](C)(C)Cc1ccccc1, C=CC#N, Cl, O=CC1CCOCC1, C1COCCO1, [OH-]. The product is N#CCCC1(C=O)CCOCC1. As a reaction SMILES: [CH2:14]([N+:15]([CH3:16])([CH3:17])[CH3:18])[c:19]1[cH:20][cH:21][cH:22][cH:23][cH:24]1.[CH2:9]=[CH:10][C:11]#[N:12].[ClH:25].[O:1]1[CH2:2][CH2:3][CH:4]([CH:7]=[O:8])[CH2:5][CH2:6]1.[O:26]1[CH2:27][CH2:28][O:29][CH2:30][CH2:31]1.[OH-:13]>>[O:1]1[CH2:2][CH2:3][C:4]([CH:7]=[O:8])([CH2:9][CH2:10][C:11]#[N:12])[CH2:5][CH2:6]1. Reactants: CC(C)Oc1cncc(O)c1, [Cl-], ClCCCI, [H-], [Na+], [Na+], CN(C)C=O, O. The product is CC(C)Oc1cncc(OCCCCl)c1. As a reaction SMILES: [CH:1]([CH3:2])([CH3:3])[O:4][c:5]1[cH:6][c:7]([OH:11])[cH:8][n:9][cH:10]1.[Cl-:19].[Cl:14][CH2:15][CH2:16][CH2:17][I:18].[H-:12].[Na+:13].[Na+:20].[O:21]=[CH:22][N:23]([CH3:24])[CH3:25].[OH2:26]>>[CH:1]([CH3:2])([CH3:3])[O:4][c:5]1[cH:6][c:7]([O:11][CH2:17][CH2:16][CH2:15][Cl:14])[cH:8][n:9][cH:10]1. Reactants: N1=CC=CC2=C(C=CC=C12)CC(=O)O (2-(quinolin-5-yl)acetic acid), NC1=C(SC=C1)C(=O)N (3-aminothiophene-2-carboxamide). The product is N1=CC=CC2=C(C=CC=C12)CC(=O)NC1=C(SC=C1)C(=O)N (3-(2-(Quinolin-5-yl)acetamido)thiophene-2-carboxamide). RXN SMILES: [N:1]1[C:10]2[C:5](=[C:6]([CH2:11][C:12]([OH:14])=O)[CH:7]=[CH:8][CH:9]=2)[CH:4]=[CH:3][CH:2]=1.[NH2:15][C:16]1[CH:20]=[CH:19][S:18][C:17]=1[C:21]([NH2:23])=[O:22]>>[N:1]1[C:10]2[C:5](=[C:6]([CH2:11][C:12]([NH:15][C:16]3[CH:20]=[CH:19][S:18][C:17]=3[C:21]([NH2:23])=[O:22])=[O:14])[CH:7]=[CH:8][CH:9]=2)[CH:4]=[CH:3][CH:2]=1. Procedure: The title compound was prepared from 2-(quinolin-5-yl)acetic acid and 3-aminothiophene-2-carboxamide using protocol B. Method[1], MS(ESI) 312.1 [M+H], Retention time=0.351 min.